This data is from the Open Reaction Database (ORD), a public repository of structured organic reaction records. The task is: describe an organic reaction: reactants, conditions, products, and yield The reactants are C1(CCCCC1)CCC[C@H](CC(=O)O)C1=NC(=NO1)C(C)C ((3R)-6-cyclohexyl-3-(3-isopropyl-1,2,4-oxadiazol-5-yl)hexanoic acid), C(=O)(N1C=NC=C1)N1C=NC=C1 (1,1′-carbonyldiimidazole), Cl.NO (Hydroxylamine hydrochloride). The solvent is O1CCCC1 (tetrahydrofuran). Conditions: time 1 hour. Yields the product N (ammonia), C1(CCCCC1)CCC[C@H](CC(=O)NO)C1=NC(=NO1)C(C)C ((3R)6-Cyclohexyl-N-hydroxy-3-(3-isopropyl-1,2,4-oxadiazol-5-yl)hexanamide). Yield: 47.7%. Reaction SMILES: [CH:1]1([CH2:7][CH2:8][CH2:9][C@@H:10]([C:15]2[O:19][N:18]=[C:17]([CH:20]([CH3:22])[CH3:21])[N:16]=2)[CH2:11][C:12](O)=[O:13])[CH2:6][CH2:5][CH2:4][CH2:3][CH2:2]1.C(N1C=CN=C1)(N1C=CN=C1)=O.Cl.[NH2:36][OH:37]>O1CCCC1>[NH3:16].[CH:1]1([CH2:7][CH2:8][CH2:9][C@@H:10]([C:15]2[O:19][N:18]=[C:17]([CH:20]([CH3:22])[CH3:21])[N:16]=2)[CH2:11][C:12]([NH:36][OH:37])=[O:13])[CH2:6][CH2:5][CH2:4][CH2:3][CH2:2]1 |f:2.3|. Reported procedure: A solution of (3R)-6-cyclohexyl-3-(3-isopropyl-1,2,4-oxadiazol-5-yl)hexanoic acid (Preparation 47) (175 mg, 0.57 mmol) in anhydrous tetrahydrofuran (10 ml) was treated with 1,1′-carbonyldiimidazole (93 mg, 0.57 mmol) and the mixture stirred at room temperature under a nitrogen atmosphere for 1 hour. Hydroxylamine hydrochloride (40 mg, 0.57 mmol) was then added and the mixture stirred for 18 hours. The mixture was filtered and the solvent was removed from the filtrate under reduced pressure. The ...